This data is from the Open Reaction Database (ORD), a public repository of structured organic reaction records. The task is: describe an organic reaction: reactants, conditions, products, and yield Starting materials: BrC1=C(C=C(C=C1)CO)C ((4-Bromo-3-methylphenyl)methanol), S(=O)(Cl)Cl (thionyl chloride). Run in C(Cl)Cl (DCM). Conditions: time 8 hour. Product: BrC1=C(C=C(C=C1)CCl)C (1-Bromo-4-(chloromethyl)-2-methylbenzene). Isolated yield 91.3%. RXN SMILES: [Br:1][C:2]1[CH:7]=[CH:6][C:5]([CH2:8]O)=[CH:4][C:3]=1[CH3:10].S(Cl)([Cl:13])=O>C(Cl)Cl>[Br:1][C:2]1[CH:7]=[CH:6][C:5]([CH2:8][Cl:13])=[CH:4][C:3]=1[CH3:10]. Procedure details: To a stirred solution of 1.1 (2.0 g, 9.947 mmol) in DCM (50 mL) at 23° C. was added thionyl chloride (1.451 mL, 19.89 mmol) and allowed to stir overnight. The reaction was concentrated and then purified by combiflash (0 to 10% EtOAc/hexanes) to provide 1.2 (1.9940 g, 91.32% yield). The reagents and catalysts are ItBu. Reactants: CN(C)C(=O)Oc2ccc1ccccc1c2 (substrate), Cc1ccc([Mg]Br)cc1 (effective_coupling_partner). The product is Cc3ccc(c2ccc1ccccc1c2)cc3. Run at temperature 60 celsius, time 24 hour. Starting materials: COc1cc2ncnc(Oc3cccc(NC(=O)Nc4cc(C(C)(C)C)on4)c3)c2cc1OCCCCl, CCCC[N+](CCCC)(CCCC)CCCC, [I-], O, O=S1(=O)CCNCC1. The product is COc1cc2ncnc(Oc3cccc(NC(=O)Nc4cc(C(C)(C)C)on4)c3)c2cc1OCCCN1CCS(=O)(=O)CC1. As a reaction SMILES: [C:1]([CH3:2])([CH3:3])([CH3:4])[c:5]1[cH:6][c:7]([NH:10][C:11](=[O:12])[NH:13][c:14]2[cH:15][c:16]([O:20][c:21]3[n:22][cH:23][n:24][c:25]4[cH:26][c:27]([O:36][CH3:37])[c:28]([O:31][CH2:32][CH2:33][CH2:34][Cl:35])[cH:29][c:30]34)[cH:17][cH:18][cH:19]2)[n:8][o:9]1.[CH2:47]([N+:48]([CH2:49][CH2:50][CH2:51][CH3:52])([CH2:53][CH2:54][CH2:55][CH3:56])[CH2:57][CH2:58][CH2:59][CH3:60])[CH2:61][CH2:62][CH3:63].[I-:46].[OH2:64].[S:38]1(=[O:44])(=[O:45])[CH2:39][CH2:40][NH:41][CH2:42][CH2:43]1>>[C:1]([CH3:2])([CH3:3])([CH3:4])[c:5]1[cH:6][c:7]([NH:10][C:11](=[O:12])[NH:13][c:14]2[cH:15][c:16]([O:20][c:21]3[n:22][cH:23][n:24][c:25]4[cH:26][c:27]([O:36][CH3:37])[c:28]([O:31][CH2:32][CH2:33][CH2:34][N:41]5[CH2:40][CH2:39][S:38](=[O:44])(=[O:45])[CH2:43][CH2:42]5)[cH:29][c:30]34)[cH:17][cH:18][cH:19]2)[n:8][o:9]1. Reactants: BrCC1CCOCC1, BrCC1CCCCO1, O=C1Nc2ccccc2C12COc1cc3c(cc12)OCCO3. The product is O=C1N(CC2CCOCC2)c2ccccc2C12COc1cc3c(cc12)OCCO3. Reaction SMILES: [Br:23][CH2:24][CH:25]1[CH2:26][CH2:27][O:28][CH2:29][CH2:30]1.[Br:31][CH2:32][CH:33]1[CH2:34][CH2:35][CH2:36][CH2:37][O:38]1.[NH:1]1[C:2](=[O:22])[C:3]2([CH2:4][O:5][c:6]3[cH:7][c:8]4[c:9]([cH:14][c:15]32)[O:10][CH2:11][CH2:12][O:13]4)[c:16]2[cH:17][cH:18][cH:19][cH:20][c:21]21>>[N:1]1([CH2:24][CH:25]2[CH2:26][CH2:27][O:28][CH2:29][CH2:30]2)[C:2](=[O:22])[C:3]2([CH2:4][O:5][c:6]3[cH:7][c:8]4[c:9]([cH:14][c:15]32)[O:10][CH2:11][CH2:12][O:13]4)[c:16]2[cH:17][cH:18][cH:19][cH:20][c:21]21.